This data is from the Open Reaction Database (ORD), a public repository of structured organic reaction records. The task is: describe an organic reaction: reactants, conditions, products, and yield Starting materials: Cl (hydrochloric acid), O1C(=CC=C1)C=1OC(=C(N1)COC1=C(C=C(COC2=NN(C=C2C(=O)OCC)CC2=CC=C(C=C2)OC2=CC=CC=C2)C=C1)OC)C (ethyl 3-[4-[2-(2-furyl)-5-methyl-4-oxazolylmethoxy]-3-methoxybenzyloxy]-1-(4-phenoxybenzyl)-1H-pyrazole-4-carboxylate), [OH-].[Na+] (sodium hydroxide), O1CCCC1 (tetrahydrofuran). Solvent: C(C)O (ethanol). Reaction conditions: time 2 hour. The product is O1C(=CC=C1)C=1OC(=C(N1)COC1=C(C=C(COC2=NN(C=C2C(=O)O)CC2=CC=C(C=C2)OC2=CC=CC=C2)C=C1)OC)C (3-[4-[2-(2-furyl)-5-methyl-4-oxazolylmethoxy]-3-methoxybenzyloxy]-1-(4-phenoxybenzyl)-1H-pyrazole-4-carboxylic acid). Yield: 92.8%. RXN SMILES: [O:1]1[CH:5]=[CH:4][CH:3]=[C:2]1[C:6]1[O:7][C:8]([CH3:47])=[C:9]([CH2:11][O:12][C:13]2[CH:44]=[CH:43][C:16]([CH2:17][O:18][C:19]3[C:23]([C:24]([O:26]CC)=[O:25])=[CH:22][N:21]([CH2:29][C:30]4[CH:35]=[CH:34][C:33]([O:36][C:37]5[CH:42]=[CH:41][CH:40]=[CH:39][CH:38]=5)=[CH:32][CH:31]=4)[N:20]=3)=[CH:15][C:14]=2[O:45][CH3:46])[N:10]=1.[OH-].[Na+].O1CCCC1.Cl>C(O)C>[O:1]1[CH:5]=[CH:4][CH:3]=[C:2]1[C:6]1[O:7][C:8]([CH3:47])=[C:9]([CH2:11][O:12][C:13]2[CH:44]=[CH:43][C:16]([CH2:17][O:18][C:19]3[C:23]([C:24]([OH:26])=[O:25])=[CH:22][N:21]([CH2:29][C:30]4[CH:35]=[CH:34][C:33]([O:36][C:37]5[CH:38]=[CH:39][CH:40]=[CH:41][CH:42]=5)=[CH:32][CH:31]=4)[N:20]=3)=[CH:15][C:14]=2[O:45][CH3:46])[N:10]=1 |f:1.2|. Procedure details: After a mixture of ethyl 3-[4-[2-(2-furyl)-5-methyl-4-oxazolylmethoxy]-3-methoxybenzyloxy]-1-(4-phenoxybenzyl)-1H-pyrazole-4-carboxylate (1500 mg), 1N sodium hydroxide solution (5 ml), tetrahydrofuran (10 ml), and ethanol (10 ml) was stirred at room temperature for 2 hours, 1N hydrochloric acid (5 ml) was added to the mixture, and the mixture was extracted with ethyl acetate. The ethyl acetate layer was washed with saturated aqueous sodium chloride solution, dried (MgSO4), and concentrated. The ... Reactants: [Al+3], CCOC(C)=O, [Cl-], [Cl-], [Cl-], COC(=O)CCCCc1ccc(O)c(Cl)c1O, O=C1OC(=O)c2cc(Cl)c(Cl)cc21, ClCCCl, Cl. Yields the product COC(=O)CCCCc1cc(C(=O)c2cc(Cl)c(Cl)cc2C(=O)O)c(O)c(Cl)c1O. Reaction SMILES: [Al+3:15].[CH3:36][CH2:37][O:38][C:39](=[O:40])[CH3:41].[Cl-:14].[Cl-:16].[Cl-:17].[Cl:18][c:19]1[c:20]([OH:34])[c:21]([CH2:26][CH2:27][CH2:28][CH2:29][C:30](=[O:31])[O:32][CH3:33])[cH:22][cH:23][c:24]1[OH:25].[Cl:1][c:2]1[cH:3][c:4]2[c:5]([cH:11][c:12]1[Cl:13])[C:6](=[O:7])[O:8][C:9]2=[O:10].[Cl:42][CH2:43][CH2:44][Cl:45].[ClH:35]>>[Cl:1][c:2]1[cH:3][c:4]([C:9]([OH:8])=[O:10])[c:5]([C:6](=[O:7])[c:23]2[cH:22][c:21]([CH2:26][CH2:27][CH2:28][CH2:29][C:30](=[O:31])[O:32][CH3:33])[c:20]([OH:34])[c:19]([Cl:18])[c:24]2[OH:25])[cH:11][c:12]1[Cl:13]. The product is NC1=C(C=C(C=C1)S(=O)(=O)N(C=1SC=CN1)CC1=CC=C(C=C1)OC)OCC(C)=O (4-Amino-N-(4-methoxybenzyl)-3-(2-oxopropoxy)-1N-(thiazol-2-yl)benzenesulfonamide). Procedure: 4-Amino-N-(4-methoxybenzyl)-3-(2-oxopropoxy)-1N-(thiazol-2-yl)benzenesulfonamide was prepared from INTERMEDIATE AD in the same manner as described for INTERMEDIATE Q, using 1-chloropropan-2-one instead of 2-bromo-1-phenylethanone. As a reaction SMILES: [NH2:1][C:2]1[CH:7]=[CH:6][C:5]([S:8]([N:11]([CH2:17][C:18]2[CH:23]=[CH:22][C:21]([O:24][CH3:25])=[CH:20][CH:19]=2)[C:12]2[S:16]N=[CH:14][N:13]=2)(=[O:10])=[O:9])=[CH:4][C:3]=1[O:26][CH2:27][C:28](=[O:35])[C:29]1C=CC=CC=1.Cl[CH2:37]C(=O)C>>[NH2:1][C:2]1[CH:7]=[CH:6][C:5]([S:8]([N:11]([CH2:17][C:18]2[CH:19]=[CH:20][C:21]([O:24][CH3:25])=[CH:22][CH:23]=2)[C:12]2[S:16][CH:37]=[CH:14][N:13]=2)(=[O:10])=[O:9])=[CH:4][C:3]=1[O:26][CH2:27][C:28](=[O:35])[CH3:29]. The reactants are NC1=C(C=C(C=C1)S(=O)(=O)N(C1=NC=NS1)CC1=CC=C(C=C1)OC)OCC(C1=CC=CC=C1)=O (4-amino-N-(4-methoxybenzyl)-3-(2-oxo-2-phenylethoxy)-N-(1,2,4-thiadiazol-5-yl)benzenesulfonamide), ClCC(C)=O (1-chloropropan-2-one). The reactants are C[Si](OC1=CC=C(C(=O)OC2=CC=C(C=C2)CC)C=C1)(C)C (4-ethylphenyl 4-trimethylsilyloxybenzoate), OC1=CC=C(C(=O)OC2=CC=C(C=C2)CC)C=C1 (4-ethylphenyl 4-hydroxybenzoate), C(C(=C)C)(=O)OC(C(=C)C)=O (methacrylic anhydride), C=1(C(=CC=CC1)S(=O)(=O)O)C (toluenesulfonic acid). Solvent: C1(=CC=CC=C1)C (toluene), C(C)O (ethanol), C1(=CC=CC=C1)C (toluene). Run at temperature 100 celsius. Product: C(C(=C)C)(=O)OC1=C(C(=O)OC2=CC=C(C=C2)CC)C=CC=C1 (4-ethylphenyl methacryloxybenzoate). RXN SMILES: C[Si](C)(C)O[C:4]1[CH:20]=[CH:19][C:7]([C:8]([O:10][C:11]2[CH:16]=[CH:15][C:14]([CH2:17][CH3:18])=[CH:13][CH:12]=2)=[O:9])=[CH:6][CH:5]=1.OC1C=[CH:39][C:27]([C:28]([O:30]C2C=CC(CC)=CC=2)=[O:29])=[CH:26]C=1.C(OC(=O)C(C)=C)(=O)C(C)=C.C1(C)C(S(O)(=O)=O)=CC=CC=1>C1(C)C=CC=CC=1.C(O)C>[C:28]([O:30][C:19]1[CH:20]=[CH:4][CH:5]=[CH:6][C:7]=1[C:8]([O:10][C:11]1[CH:16]=[CH:15][C:14]([CH2:17][CH3:18])=[CH:13][CH:12]=1)=[O:9])(=[O:29])[C:27]([CH3:39])=[CH2:26]. Reported procedure: A solution of 16.9 g of 4-ethylphenyl 4-trimethylsilyloxybenzoate (prepared according to the instructions in EP-A-0 358 205, page 9, section C) in 15 ml of toluene and 10 ml of ethanol was boiled under reflux for one hour and then freed from volatile constituents by heating at 100° C. for 60 minutes. The 13.3 g of 4-ethylphenyl 4-hydroxybenzoate which remained were dissolved, together with 30 g of methacrylic anhydride and 1.2 g of toluenesulfonic acid, in 15 ml of toluene and the solution was h... Reaction SMILES: [C:17](=[O:18])([OH:19])[O-:20].[CH3:1][OH:2].[CH3:22][O:23][N:24]=[C:25]([C:26](=[O:27])[Cl:28])[C:29]([CH2:30][Cl:31])([O:32][CH2:33][CH3:34])[O:35][CH2:36][CH3:37].[NH2:3][CH:4]1[CH:5]2[N:6]([CH:7]([C:12](=[O:13])[OH:14])[CH:8]([OH:11])[CH2:9][S:10]2)[C:15]1=[O:16].[Na+:21].[O:39]1[CH2:40][CH2:41][CH2:42][CH2:43]1.[OH2:38]>>[NH:3]([CH:4]1[CH:5]2[N:6]([CH:7]([C:12](=[O:13])[OH:14])[CH:8]([OH:11])[CH2:9][S:10]2)[C:15]1=[O:16])[C:26]([C:25](=[N:24][O:23][CH3:22])[C:29]([CH2:30][Cl:31])([O:32][CH2:33][CH3:34])[O:35][CH2:36][CH3:37])=[O:27]. Reactants: O=C([O-])O, CO, CCOC(CCl)(OCC)C(=NOC)C(=O)Cl, NC1C(=O)N2C1SCC(O)C2C(=O)O, [Na+], C1CCOC1, O. Product: CCOC(CCl)(OCC)C(=NOC)C(=O)NC1C(=O)N2C1SCC(O)C2C(=O)O. Reactants: ClC(c1ccccc1)(c1ccccc1)c1ccccc1, CCOC(C)=O, CCCCCC, O=C(NC1CCC(O)CC1CO)OCc1ccccc1, c1ccncc1. The product is O=C(NC1CCC(O)CC1COC(c1ccccc1)(c1ccccc1)c1ccccc1)OCc1ccccc1. As a reaction SMILES: [C:21]([c:22]1[cH:23][cH:24][cH:25][cH:26][cH:27]1)([c:28]1[cH:29][cH:30][cH:31][cH:32][cH:33]1)([c:34]1[cH:35][cH:36][cH:37][cH:38][cH:39]1)[Cl:40].[CH3:41][CH2:42][O:43][C:44]([CH3:45])=[O:46].[CH3:47][CH2:48][CH2:49][CH2:50][CH2:51][CH3:52].[OH:1][CH:2]1[CH2:3][CH:4]([CH2:19][OH:20])[CH:5]([NH:8][C:9]([O:10][CH2:11][c:12]2[cH:13][cH:14][cH:15][cH:16][cH:17]2)=[O:18])[CH2:6][CH2:7]1.[cH:53]1[cH:54][cH:55][n:56][cH:57][cH:58]1>>[OH:1][CH:2]1[CH2:3][CH:4]([CH2:19][O:20][C:21]([c:22]2[cH:23][cH:24][cH:25][cH:26][cH:27]2)([c:28]2[cH:29][cH:30][cH:31][cH:32][cH:33]2)[c:34]2[cH:35][cH:36][cH:37][cH:38][cH:39]2)[CH:5]([NH:8][C:9]([O:10][CH2:11][c:12]2[cH:13][cH:14][cH:15][cH:16][cH:17]2)=[O:18])[CH2:6][CH2:7]1. Starting materials: C(#N)CC1=C(C(=CC=C1)CC#N)Cl (1,3-biscyanomethyl-2-chlorobenzene), Cl.NC1=C(C(=CC(=C1F)F)F)S (2-amino-3,4,6-trifluorothiophenol hydrochloride). Product: FC1=C(C=C(C2=C1N=C(S2)CC=2C(=C(C=CC2)CC#N)Cl)F)F (3-[(4,5,7-trifluorobenzothiazol-2-yl)methyl]-2-chlorophenylacetonitrile). The yield is 23.2%. Reaction SMILES: [C:1]([CH2:3][C:4]1[CH:9]=[CH:8][CH:7]=[C:6]([CH2:10][C:11]#[N:12])[C:5]=1[Cl:13])#[N:2].Cl.N[C:16]1[C:21]([F:22])=[C:20]([F:23])[CH:19]=[C:18]([F:24])[C:17]=1[SH:25]>>[F:22][C:21]1[C:16]2[N:2]=[C:1]([CH2:3][C:4]3[C:5]([Cl:13])=[C:6]([CH2:10][C:11]#[N:12])[CH:7]=[CH:8][CH:9]=3)[S:25][C:17]=2[C:18]([F:24])=[CH:19][C:20]=1[F:23] |f:1.2|. Reported procedure: The procedure of Example 22-i) was repeated using 1,3-biscyanomethyl-2-chlorobenzene (953 mg, 5 mmol) and 2-amino-3,4,6-trifluorothiophenol hydrochloride (1,078 mg, 10 mmol) and the resultant product was crystallized from ethyl acetate-hexane to give 3-[(4,5,7-trifluorobenzothiazol-2-yl)methyl]-2-chlorophenylacetonitrile (410 mg, 23%) as a colorless powder. Starting materials: CSC1=C(C=CC=C1)C1=CC=C(C=C1)C(=O)O (2′-(Methylthio)-1,1′-biphenyl-4-carboxylic acid), CC(=O)C (acetone), OOS(=O)[O-].[K+] (oxone). The product is CS(=O)(=O)C1=C(C=CC=C1)C1=CC=C(C=C1)C(=O)O (2′-(Methylsulfonyl)-1,1′-biphenyl-4-carboxylic acid). Procedure details: To a solution of 0.977 g (0.004 mole) of 2′-(methylthio)-1,1′-biphenyl-4-carboxylic acid of Example 14, Step A, in 25 mL of water and 75 mL of acetone was added 10 g. (0.163 mole) of oxone. The mixture was stirred overnight at room temperature. The acetone was removed in vacuo, and the residue was collected (0.80 g) and washed with water to provide a solid, m.p. 273-275° C. Reaction SMILES: CS[C:3]1[CH:8]=[CH:7][CH:6]=[CH:5][C:4]=1[C:9]1[CH:14]=[CH:13][C:12]([C:15]([OH:17])=[O:16])=[CH:11][CH:10]=1.[CH3:18]C(C)=O.O[O:23][S:24]([O-:26])=O.[K+]>O>[CH3:18][S:24]([C:3]1[CH:8]=[CH:7][CH:6]=[CH:5][C:4]=1[C:9]1[CH:10]=[CH:11][C:12]([C:15]([OH:17])=[O:16])=[CH:13][CH:14]=1)(=[O:26])=[O:23] |f:2.3|. The solvent is O (water). Conditions: time 8 hour.